Dataset: the Open Reaction Database (ORD), a public repository of structured organic reaction records. Task: describe an organic reaction: reactants, conditions, products, and yield Starting materials: CC(C)CCS, O=C(c1ccccc1C(F)(F)F)N1CCN(c2ccc(Cl)nn2)CC1, SCCc1ccccc1. Yields the product CC(C)CCSc1ccc(N2CCN(C(=O)c3ccccc3C(F)(F)F)CC2)nn1. As a reaction SMILES: [CH3:1][CH:2]([CH2:3][CH2:4][SH:5])[CH3:6].[Cl:16][c:17]1[cH:18][cH:19][c:20]([N:23]2[CH2:24][CH2:25][N:26]([C:29](=[O:30])[c:31]3[c:32]([C:37]([F:38])([F:39])[F:40])[cH:33][cH:34][cH:35][cH:36]3)[CH2:27][CH2:28]2)[n:21][n:22]1.[c:7]1([CH2:8][CH2:9][SH:10])[cH:11][cH:12][cH:13][cH:14][cH:15]1>>[CH3:1][CH:2]([CH2:3][CH2:4][S:5][c:17]1[cH:18][cH:19][c:20]([N:23]2[CH2:24][CH2:25][N:26]([C:29](=[O:30])[c:31]3[c:32]([C:37]([F:38])([F:39])[F:40])[cH:33][cH:34][cH:35][cH:36]3)[CH2:27][CH2:28]2)[n:21][n:22]1)[CH3:6].